This data is from the Open Reaction Database (ORD), a public repository of structured organic reaction records. The task is: describe an organic reaction: reactants, conditions, products, and yield Starting materials: CCCCCCCCCCCCCCCCCCN, O=CC(O)C(O)C(O)C(O)CO. Yields the product CCCCCCCCCCCCCCCCCCNC1OC(CO)C(O)C(O)C1O. RXN SMILES: [CH2:13]([CH2:14][CH2:15][CH2:16][CH2:17][CH2:18][CH2:19][CH2:20][CH2:21][CH2:22][CH2:23][CH2:24][CH2:25][CH2:26][CH2:27][CH2:28][CH2:29][CH3:30])[NH2:31].[O:1]=[CH:2][CH:3]([OH:4])[CH:5]([OH:6])[CH:7]([OH:8])[CH:9]([OH:10])[CH2:11][OH:12]>>[CH:2]1([NH:31][CH2:13][CH2:14][CH2:15][CH2:16][CH2:17][CH2:18][CH2:19][CH2:20][CH2:21][CH2:22][CH2:23][CH2:24][CH2:25][CH2:26][CH2:27][CH2:28][CH2:29][CH3:30])[CH:3]([OH:4])[CH:5]([OH:6])[CH:7]([OH:8])[CH:9]([CH2:11][OH:12])[O:10]1. The reactants are CN(C=O)C (N,N-dimethylformamide), C1(=C(C=CC=C1)P(C1=C(C=CC=C1)C)C1=C(C=CC=C1)C)C (tri-o-tolylphosphine), C(C=C)#N (acrylonitrile), NC1=NC=2C=C(C=CC2C2=C1N=C(N2CC(C)(O)C)COC)Br (1-[4-amino-7-bromo-2-(methoxymethyl)-1H-imidazo[4,5-c]quinolin-1-yl)-2-methylpropan-2-ol). The reagents and catalysts are C(C)(=O)[O-].[Pd+2].C(C)(=O)[O-] (palladium (II) acetate). Run in C(C)#N (acetonitrile). Run at temperature 120 celsius. Yields the product NC1=NC=2C=C(C=CC2C2=C1N=C(N2CC(C)(C)O)COC)C=CC#N (3-[4-amino-1-(2-hydroxy-2-methylpropyl)-2-(methoxymethyl)-1H-imidazo[4,5-c]quinolin-7-yl]prop-2-enenitrile). Isolated yield 74.7%. Reaction SMILES: CN(C)C=O.C1(C)C=CC=CC=1P(C1C=CC=CC=1C)C1C=CC=CC=1C.[C:28](#[N:31])[CH:29]=[CH2:30].[NH2:32][C:33]1[C:42]2[N:43]=[C:44]([CH2:51][O:52][CH3:53])[N:45]([CH2:46][C:47]([CH3:50])([OH:49])[CH3:48])[C:41]=2[C:40]2[CH:39]=[CH:38][C:37](Br)=[CH:36][C:35]=2[N:34]=1>C([O-])(=O)C.[Pd+2].C([O-])(=O)C.C(#N)C>[NH2:32][C:33]1[C:42]2[N:43]=[C:44]([CH2:51][O:52][CH3:53])[N:45]([CH2:46][C:47]([OH:49])([CH3:50])[CH3:48])[C:41]=2[C:40]2[CH:39]=[CH:38][C:37]([CH:30]=[CH:29][C:28]#[N:31])=[CH:36][C:35]=2[N:34]=1 |f:4.5.6|. Procedure: A thick walled glass tube, equipped with a stir bar, was charged with palladium (II) acetate (225 mg, 1.00 mmol), acetonitrile (50 mL), N,N-dimethylformamide (20 mL) triethylamine (8.25 mL, 59.3 mmol), tri-o-tolylphosphine (900 mg, 2.97 mmol), acrylonitrile (770 mg, 21.8 mmol) and 1-[4-amino-7-bromo-2-(methoxymethyl)-1H-imidazo[4,5-c]quinolin-1-yl)-2-methylpropan-2-ol (7.50 g, 19.8 mmol). The reaction mixture was purged with nitrogen and the tube was sealed and heated at 120° C. in an oil bath f...